Dataset: the Open Reaction Database (ORD), a public repository of structured organic reaction records. Task: describe an organic reaction: reactants, conditions, products, and yield Starting materials: COC=1C=C(C=CC1)[S-] (3-methoxythiophenolate), BrCC(CCCCC)=O (1-bromo-2-heptanone). The solvent is O (water). Run at time 1 hour. Yields the product COC=1C=C(C=CC1)SCC(CCCCC)=O (1-(3-methoxyphenylthio)-2-heptanone). Yield: 99.9%. RXN SMILES: [CH3:1][O:2][C:3]1[CH:4]=[C:5]([S-:9])[CH:6]=[CH:7][CH:8]=1.Br[CH2:11][C:12](=[O:18])[CH2:13][CH2:14][CH2:15][CH2:16][CH3:17]>O>[CH3:1][O:2][C:3]1[CH:4]=[C:5]([S:9][CH2:11][C:12](=[O:18])[CH2:13][CH2:14][CH2:15][CH2:16][CH3:17])[CH:6]=[CH:7][CH:8]=1. Reported procedure: To a stirred solution of 3-methoxythiophenolate (45 g) in water (100 mL) at 15° C. was added dropwise over 20 minutes 1-bromo-2-heptanone (54.4 g). The reaction was stirred for 1 hour at room temperature then was extracted with diethyl ether (2×250 mL) and the ether extracts were washed in turn with water (2×100 mL) and 1N hydrochloric acid (2×100 mL). The dried (MgSO4) organic layers were combined and evaporated to yield crude 1-(3-methoxyphenylthio)-2-heptanone (71 g). The crude 1-(3-methoxyph...